This data is from the Open Reaction Database (ORD), a public repository of structured organic reaction records. The task is: describe an organic reaction: reactants, conditions, products, and yield Reactants: BrC=1C=C(C(=O)OC)C=C(C1)C(N)=O (methyl 3-bromo-5-carbamoyl-benzoate). Solvent: O=P(Cl)(Cl)Cl (POCl3). Reaction conditions: temperature 100 celsius. The product is BrC=1C=C(C(=O)OC)C=C(C1)C#N (methyl 3-bromo-5-cyano-benzoate). Isolated yield 96.4%. Reaction SMILES: [Br:1][C:2]1[CH:3]=[C:4]([CH:9]=[C:10]([C:12](=O)[NH2:13])[CH:11]=1)[C:5]([O:7][CH3:8])=[O:6]>O=P(Cl)(Cl)Cl>[Br:1][C:2]1[CH:3]=[C:4]([CH:9]=[C:10]([C:12]#[N:13])[CH:11]=1)[C:5]([O:7][CH3:8])=[O:6]. Procedure details: To methyl 3-bromo-5-carbamoyl-benzoate (2.8 g, 10.8 mmol, 1.0 eq) was added POCl3 (30 mL) and the reaction heated at 100° C. overnight. The POCl3 was removed under reduced pressure, water was added and the aqueous layer extracted with EtOAc. The combined organic extracts were dried (Na2SO4), filtered and evaporated in vacuo to afford a crude residue which was purified by column chromatography (petroleum ether:EtOAc, 20:1) to give methyl 3-bromo-5-cyano-benzoate (2.5 g, 96%). This material was di... The reactants are CCCc1cc(CCC=O)nn1C(C)(C)C, CCN(C(C)C)C(C)C, Fc1ccccc1N1CCNCC1. Product: CCCc1cc(CCCN2CCN(c3ccccc3F)CC2)nn1C(C)(C)C. RXN SMILES: [C:1]([CH3:2])([CH3:3])([CH3:4])[n:5]1[n:6][c:7]([CH2:13][CH2:14][CH:15]=[O:16])[cH:8][c:9]1[CH2:10][CH2:11][CH3:12].[CH:30]([N:31]([CH2:32][CH3:33])[CH:34]([CH3:35])[CH3:36])([CH3:37])[CH3:38].[F:17][c:18]1[c:19]([N:24]2[CH2:25][CH2:26][NH:27][CH2:28][CH2:29]2)[cH:20][cH:21][cH:22][cH:23]1>>[C:1]([CH3:2])([CH3:3])([CH3:4])[n:5]1[n:6][c:7]([CH2:13][CH2:14][CH2:15][N:27]2[CH2:26][CH2:25][N:24]([c:19]3[c:18]([F:17])[cH:23][cH:22][cH:21][cH:20]3)[CH2:29][CH2:28]2)[cH:8][c:9]1[CH2:10][CH2:11][CH3:12].